Dataset: the Open Reaction Database (ORD), a public repository of structured organic reaction records. Task: describe an organic reaction: reactants, conditions, products, and yield The reactants are COCOC1=CC2=C(C(C(CO2)C2=CC=C(C=C2)OCOC)C2=CC(=CC=C2)OCCCCCSCCCC(C(F)(F)F)(F)F)C=C1 (7-Methoxymethyloxy-3-[4-(methoxymethyloxy)phenyl]-4-[3-(5-(4,4,5,5,5-pentafluoropentylthio)pentyloxy)phenyl]-2,3-dihydro-4H-benzopyran), C1(=CC=C(C=C1)S(=O)(=O)[O-])C.[NH+]1=CC=CC=C1 (pyridinium p-toluenesulfonate), O (water). Run in CO (methanol). Yields the product OC1=CC2=C(C(C(CO2)C2=CC=C(C=C2)O)C2=CC(=CC=C2)OCCCCCSCCCC(C(F)(F)F)(F)F)C=C1 (7-hydroxy-3-(4-hydroxyphenyl)-4-[3-(5-(4,4,5,5,5-pentafluoropentylthio)pentyloxy)phenyl]-2,3-dihydro-4H-benzopyran). Isolated yield 74.2%. RXN SMILES: COC[O:4][C:5]1[CH:47]=[CH:46][C:8]2[CH:9]([C:23]3[CH:28]=[CH:27][CH:26]=[C:25]([O:29][CH2:30][CH2:31][CH2:32][CH2:33][CH2:34][S:35][CH2:36][CH2:37][CH2:38][C:39]([F:45])([F:44])[C:40]([F:43])([F:42])[F:41])[CH:24]=3)[CH:10]([C:13]3[CH:18]=[CH:17][C:16]([O:19]COC)=[CH:15][CH:14]=3)[CH2:11][O:12][C:7]=2[CH:6]=1.C1(C)C=CC(S([O-])(=O)=O)=CC=1.[NH+]1C=CC=CC=1.O>CO>[OH:4][C:5]1[CH:47]=[CH:46][C:8]2[CH:9]([C:23]3[CH:28]=[CH:27][CH:26]=[C:25]([O:29][CH2:30][CH2:31][CH2:32][CH2:33][CH2:34][S:35][CH2:36][CH2:37][CH2:38][C:39]([F:45])([F:44])[C:40]([F:41])([F:42])[F:43])[CH:24]=3)[CH:10]([C:13]3[CH:14]=[CH:15][C:16]([OH:19])=[CH:17][CH:18]=3)[CH2:11][O:12][C:7]=2[CH:6]=1 |f:1.2|. Procedure: 7-Methoxymethyloxy-3-[4-(methoxymethyloxy)phenyl]-4-[3-(5-(4,4,5,5,5-pentafluoropentylthio)pentyloxy)phenyl]-2,3-dihydro-4H-benzopyran (290 mg, 0.4 mmol) and pyridinium p-toluenesulfonate (1.05 g, 4 mmol) were dissolved in methanol (6 ml) and then refluxed for 8 hours. The reaction mixture was cooled to room temperature and then water was added thereto. The reaction solution was extracted with ethyl acetate and the organic layer was dried over anhydrous magnesium sulfate, filtered and then conce... The reactants are ClC1=NC(=C2N=CN(C2=N1)C1CCCC1)Cl (2,6-dichloro9-cyclopentylpurine), C(C)N(CCN)CC (2-diethylaminoethylamine). Reported procedure: 2-Chloro-6-[2-(diethylamino)ethylamino]-9-cyclopentylpurine is prepared from 2,6-dichloro9-cyclopentylpurine, 2-diethylaminoethylamine, and triethylamine essentially as described above in Example 1, Scheme A, step b. The product is ClC1=NC(=C2N=CN(C2=N1)C1CCCC1)NCCN(CC)CC (2-Chloro-6-[2-(diethylamino)ethylamino]-9-cyclopentylpurine). The solvent is C(C)N(CC)CC (triethylamine). As a reaction SMILES: [Cl:1][C:2]1[N:10]=[C:9]2[C:5]([N:6]=[CH:7][N:8]2[CH:11]2[CH2:15][CH2:14][CH2:13][CH2:12]2)=[C:4](Cl)[N:3]=1.[CH2:17]([N:19]([CH2:23][CH3:24])[CH2:20][CH2:21][NH2:22])[CH3:18]>C(N(CC)CC)C>[Cl:1][C:2]1[N:10]=[C:9]2[C:5]([N:6]=[CH:7][N:8]2[CH:11]2[CH2:15][CH2:14][CH2:13][CH2:12]2)=[C:4]([NH:22][CH2:21][CH2:20][N:19]([CH2:23][CH3:24])[CH2:17][CH3:18])[N:3]=1. Reactants: ClC1=NC=2C=CC(=C(C2C=C1)C(=O)NCC1(CCCCCC1)O)Cl (2,6-dichloro-N-((1-hydroxycycloheptyl)methyl)quinoline-5-carboxamide), C([O-])([O-])=O.[K+].[K+] (potassium carbonate), N[C@@H]1CNCC1 ((S)-3-aminopyrrolidine), C(C)#N (acetonitrile). Run in O (water). Reaction conditions: temperature 82 celsius, time 8 hour. The product is N[C@@H]1CN(CC1)C1=NC=2C=CC(=C(C2C=C1)C(=O)NCC1(CCCCCC1)O)Cl (2-[(3S)-3-Aminopyrrolidin-1-yl]-6-chloro-N-[(1-hydroxycycloheptyl)methyl]-quinoline-5-carboxamide). As a reaction SMILES: Cl[C:2]1[CH:11]=[CH:10][C:9]2[C:8]([C:12]([NH:14][CH2:15][C:16]3([OH:23])[CH2:22][CH2:21][CH2:20][CH2:19][CH2:18][CH2:17]3)=[O:13])=[C:7]([Cl:24])[CH:6]=[CH:5][C:4]=2[N:3]=1.C(=O)([O-])[O-].[K+].[K+].[NH2:31][C@H:32]1[CH2:36][CH2:35][NH:34][CH2:33]1.C(#N)C>O>[NH2:31][C@H:32]1[CH2:36][CH2:35][N:34]([C:2]2[CH:11]=[CH:10][C:9]3[C:8]([C:12]([NH:14][CH2:15][C:16]4([OH:23])[CH2:22][CH2:21][CH2:20][CH2:19][CH2:18][CH2:17]4)=[O:13])=[C:7]([Cl:24])[CH:6]=[CH:5][C:4]=3[N:3]=2)[CH2:33]1 |f:1.2.3|. Procedure details: A mixture of 2,6-dichloro-N-((1-hydroxycycloheptyl)methyl)quinoline-5-carboxamide (100 g), potassium carbonate (83 g), (S)-3-aminopyrrolidine (Alfa Aesar, 99% ee) (41 ml) and acetonitrile (1 L) were heated with stirring at 82° C. under a nitrogen atmosphere for 8 hours. The mixture was then allowed to cool to room temperature, poured into water (3.3 L) and the mixture was stirred for 1 hour before being filtered and washed with water (2×300 ml), acetonitrile (200 ml) and dried in vacuo to afford... Starting materials: C(CC)=O (propanal), NC=1C=CC(=C(C(=O)OC)C1)F (methyl 5-amino-2-fluorobenzoate), C1(=CC=CC=C1)C#CC1=CC=C(C=O)C=C1 (4-(phenylethynyl)benzaldehyde). Product: FC1=C(C(=O)OC)C=C(C=C1)N(CCC)CC1=CC=C(C=C1)C#CC1=CC=CC=C1 (methyl 2-fluoro-5-{[4-(phenylethynyl)benzyl](propyl)-amino}benzoate), oil. Isolated yield 53.0%. Reaction SMILES: [NH2:1][C:2]1[CH:3]=[CH:4][C:5]([F:12])=[C:6]([CH:11]=1)[C:7]([O:9][CH3:10])=[O:8].[C:13]1([C:19]#[C:20][C:21]2[CH:28]=[CH:27][C:24]([CH:25]=O)=[CH:23][CH:22]=2)[CH:18]=[CH:17][CH:16]=[CH:15][CH:14]=1.[CH:29](=O)[CH2:30][CH3:31]>>[F:12][C:5]1[CH:4]=[CH:3][C:2]([N:1]([CH2:25][C:24]2[CH:27]=[CH:28][C:21]([C:20]#[C:19][C:13]3[CH:18]=[CH:17][CH:16]=[CH:15][CH:14]=3)=[CH:22][CH:23]=2)[CH2:29][CH2:30][CH3:31])=[CH:11][C:6]=1[C:7]([O:9][CH3:10])=[O:8]. Reported procedure: The title compound was prepared following the procedure described in Example 44 step a) using methyl 5-amino-2-fluorobenzoate (500 mg, 2.96 mmol), 4-(phenylethynyl)benzaldehyde (610 mg, 2.96 mmol) and propanal (Aldrich, 540 μL, 7.39 mmol). The title compound was obtained as a sticky colorless oil (628 mg, 53%). HPLC, Rt: 5.4 min (purity: 99.1%). LC/MS, M+(ESI): 402.2. 1H NMR (CDCl3) δ: 7.51-7.44 (m, 4H), 7.32 (m, 3H), 7.17 (m, 3H), 6.92 (dd, J=9.8, 9.6 Hz, 1H), 6.74 (m, 1H), 4.50 (s, 2H), 3.88 (... The reactants are C(CCC)=C1C(N(C(S1)=O)CCCCOC=1C=2N(C=CC1)C=C(N2)C)=O (5-butylidene-3-[4-(2-methylimidazo[1,2-a]pyridin-8-yloxy)butyl]thiazolidine-2,4-dione), Cl (hydrochloric acid). Run in CO (methanol). Product: Cl.C(CCC)=C1C(N(C(S1)=O)CCCCOC=1C=2N(C=CC1)C=C(N2)C)=O (5-butylidene-3-[4-(2-methylimidazo[1,2-a]pyridin-8-yloxy)butyl]thiazolidine-2,4-dione hydrochloride). Reaction SMILES: [CH:1](=[C:5]1[S:9][C:8](=[O:10])[N:7]([CH2:11][CH2:12][CH2:13][CH2:14][O:15][C:16]2[C:17]3[N:18]([CH:22]=[C:23]([CH3:25])[N:24]=3)[CH:19]=[CH:20][CH:21]=2)[C:6]1=[O:26])[CH2:2][CH2:3][CH3:4].[ClH:27]>CO>[ClH:27].[CH:1](=[C:5]1[S:9][C:8](=[O:10])[N:7]([CH2:11][CH2:12][CH2:13][CH2:14][O:15][C:16]2[C:17]3[N:18]([CH:22]=[C:23]([CH3:25])[N:24]=3)[CH:19]=[CH:20][CH:21]=2)[C:6]1=[O:26])[CH2:2][CH2:3][CH3:4] |f:3.4|. Procedure: To a solution of 1.23 g (3.29 mmol) of 5-butylidene-3-[4-(2-methylimidazo[1,2-a]pyridin-8-yloxy)butyl]thiazolidine-2,4-dione in 30 ml of methanol, 0.33 ml of concentrated hydrochloric acid was added. After the solvent was distilled off, the residue was washed with diethyl ether to yield 1.41 g (quant., yellow oily substance) of the desired product.